Dataset: the Open Reaction Database (ORD), a public repository of structured organic reaction records. Task: describe an organic reaction: reactants, conditions, products, and yield Starting materials: C1(=CC=C(C=C1)S(=O)(=O)Cl)C (toluene-4-sulfonyl chloride), C(CCCCCCC)N (n-octylamine). Run in ClCCl (dichloromethane), O (water), ClCCl (dichloromethane). Conditions: time 4 minute. Product: C(CCCCCCC)NS(=O)(=O)C1=CC=C(C=C1)C (N-octyl-toluene-4-sulfonamide). Isolated yield 95.0%. RXN SMILES: [C:1]1([CH3:11])[CH:6]=[CH:5][C:4]([S:7](Cl)(=[O:9])=[O:8])=[CH:3][CH:2]=1.[CH2:12]([NH2:20])[CH2:13][CH2:14][CH2:15][CH2:16][CH2:17][CH2:18][CH3:19]>ClCCl.O>[CH2:12]([NH:20][S:7]([C:4]1[CH:5]=[CH:6][C:1]([CH3:11])=[CH:2][CH:3]=1)(=[O:9])=[O:8])[CH2:13][CH2:14][CH2:15][CH2:16][CH2:17][CH2:18][CH3:19]. Procedure: A solution of toluene-4-sulfonyl chloride (5.0 g, 0.026 mol) in dry dichloromethane (150 ml) was cooled to 0° C. during the dropwise addition of n-octylamine (9.6 ml, 0.058 mol) with stirring over 4 minutes. The reaction mixture was then allowed to stir for 30 minutes before being diluted with dichloromethane (200 ml) and water (200 ml). The organic layer was separated and washed consecutively with 1M HCl, 0.5M Na2CO3 and brine before being dried over anhydrous Na2SO4. The solution was filtered ... Starting materials: COc1cc2c(Sc3cccc(NC(=O)Nc4cc(C(C)(C)C)on4)c3)ncnc2cc1OCCCCl, OCC1CCNCC1. The product is COc1cc2c(Sc3cccc(NC(=O)Nc4cc(C(C)(C)C)on4)c3)ncnc2cc1OCCCN1CCC(CO)CC1. As a reaction SMILES: [C:1]([CH3:2])([CH3:3])([CH3:4])[c:5]1[cH:6][c:7]([NH:10][C:11](=[O:12])[NH:13][c:14]2[cH:15][c:16]([S:20][c:21]3[n:22][cH:23][n:24][c:25]4[cH:26][c:27]([O:33][CH2:34][CH2:35][CH2:36][Cl:37])[c:28]([O:31][CH3:32])[cH:29][c:30]34)[cH:17][cH:18][cH:19]2)[n:8][o:9]1.[NH:38]1[CH2:39][CH2:40][CH:41]([CH2:44][OH:45])[CH2:42][CH2:43]1>>[C:1]([CH3:2])([CH3:3])([CH3:4])[c:5]1[cH:6][c:7]([NH:10][C:11](=[O:12])[NH:13][c:14]2[cH:15][c:16]([S:20][c:21]3[n:22][cH:23][n:24][c:25]4[cH:26][c:27]([O:33][CH2:34][CH2:35][CH2:36][N:38]5[CH2:39][CH2:40][CH:41]([CH2:44][OH:45])[CH2:42][CH2:43]5)[c:28]([O:31][CH3:32])[cH:29][c:30]34)[cH:17][cH:18][cH:19]2)[n:8][o:9]1. The reactants are C(C)N(CCC[C@H]1[C@@H](CC2=CC=CC=C2C1)O)CC (trans-3-[3-(diethylamino)propyl]-1,2,3,4-tetrahydro-2-naphthalenol), N (NH3), N (NH3), CCO (EtOH). The solvent is CCOCC (ether). Run at time 30 minute. Product: CN(CCC[C@H]1[C@@H](CC=2CC=CCC2C1)O)C (trans-3-[3-(Dimethylamino)propyl]-1,2,3,4,5,8-hexahydro-2-naphthalenol). RXN SMILES: [CH2:1]([N:3]([CH2:18]C)[CH2:4][CH2:5][CH2:6][C@@H:7]1[CH2:16][C:15]2[C:10](=[CH:11][CH:12]=[CH:13][CH:14]=2)[CH2:9][C@H:8]1[OH:17])C.N.CCO>CCOCC>[CH3:18][N:3]([CH3:1])[CH2:4][CH2:5][CH2:6][C@@H:7]1[CH2:16][C:15]2[CH2:14][CH:13]=[CH:12][CH2:11][C:10]=2[CH2:9][C@H:8]1[OH:17]. Procedure: A solution of 14.6 g (66.6 mmol) of trans-3-[3-(diethylamino)propyl]-1,2,3,4-tetrahydro-2-naphthalenol in 125 ml of ether is added to 1 liter of NH3 (liquid). To this stirred solution is added 10 g of Li in pieces over 10 minutes. When the addition is complete, the reaction mixture is stirred for 30 minutes, after which time absolute EtOH (~ 150 ml) is added dropwise until the blue color is discharged. The NH3 is then allowed to evaporate, the residue is diluted with water, and this thoroughly e... Reactants: COC(C1=C(C=C(C=C1)OCC1=NC(=CC=C1)C)F)=O (2-Fluoro-4-(6-methyl-pyridin-2-ylmethoxy)-benzoic acid methyl ester), C[C@H]1N(CCC1)C[C@H]1NCCC1 (2-(R)-Methyl-1-(2-(S)-pyrrolidinylmethyl)pyrrolidine). Product: FC1=C(C=CC(=C1)OCC1=NC(=CC=C1)C)C(=O)N1[C@@H](CCC1)CN1[C@@H](CCC1)C ([2-Fluoro-4-(6-methyl-pyridin-2-ylmethoxy)-phenyl]-[2-(S)-(2-(R)-methyl-pyrrolidin-1-ylmethyl)-pyrrolidin-1-yl]-methanone). As a reaction SMILES: CO[C:3](=[O:20])[C:4]1[CH:9]=[CH:8][C:7]([O:10][CH2:11][C:12]2[CH:17]=[CH:16][CH:15]=[C:14]([CH3:18])[N:13]=2)=[CH:6][C:5]=1[F:19].[CH3:21][C@@H:22]1[CH2:26][CH2:25][CH2:24][N:23]1[CH2:27][C@@H:28]1[CH2:32][CH2:31][CH2:30][NH:29]1>>[F:19][C:5]1[CH:6]=[C:7]([O:10][CH2:11][C:12]2[CH:17]=[CH:16][CH:15]=[C:14]([CH3:18])[N:13]=2)[CH:8]=[CH:9][C:4]=1[C:3]([N:29]1[CH2:30][CH2:31][CH2:32][C@H:28]1[CH2:27][N:23]1[CH2:24][CH2:25][CH2:26][C@H:22]1[CH3:21])=[O:20]. Procedure: The title compound is prepared in a manner substantially analogous to Procedure F from 2-Fluoro-4-(6-methyl-pyridin-2-ylmethoxy)-benzoic acid methyl ester and 2-(R)-Methyl-1-(2-(S)-pyrrolidinylmethyl)pyrrolidine. MS (ES+) 412.3